Dataset: the Open Reaction Database (ORD), a public repository of structured organic reaction records. Task: describe an organic reaction: reactants, conditions, products, and yield Starting materials: CCOC(=O)C(C)(C)Oc1ccc(OCCc2nc(-c3ccc(OCc4ccccc4)cc3)oc2C)cc1, CO, CCOC(C)=O, C1CCOC1. Product: CCOC(=O)C(C)(C)Oc1ccc(OCCc2nc(-c3ccc(O)cc3)oc2C)cc1. Reaction SMILES: [CH2:1]([CH3:2])[O:3][C:4]([C:5]([CH3:6])([CH3:7])[O:8][c:9]1[cH:10][cH:11][c:12]([O:15][CH2:16][CH2:17][c:18]2[n:19][c:20](-[c:24]3[cH:25][cH:26][c:27]([O:30][CH2:31][c:32]4[cH:33][cH:34][cH:35][cH:36][cH:37]4)[cH:28][cH:29]3)[o:21][c:22]2[CH3:23])[cH:13][cH:14]1)=[O:38].[CH3:44][OH:45].[CH3:46][CH2:47][O:48][C:49]([CH3:50])=[O:51].[O:39]1[CH2:40][CH2:41][CH2:42][CH2:43]1>>[CH2:1]([CH3:2])[O:3][C:4]([C:5]([CH3:6])([CH3:7])[O:8][c:9]1[cH:10][cH:11][c:12]([O:15][CH2:16][CH2:17][c:18]2[n:19][c:20](-[c:24]3[cH:25][cH:26][c:27]([OH:30])[cH:28][cH:29]3)[o:21][c:22]2[CH3:23])[cH:13][cH:14]1)=[O:38]. Reactants: O=C(OCc1ccccc1)N1CCOc2cc(O)ccc21, CC(C)=O, Clc1cc(Cl)ncn1, [Na+], [OH-], O. Yields the product O=C(OCc1ccccc1)N1CCOc2cc(Oc3cc(Cl)ncn3)ccc21. As a reaction SMILES: [CH2:1]([c:2]1[cH:3][cH:4][cH:5][cH:6][cH:7]1)[O:8][C:9](=[O:10])[N:11]1[CH2:12][CH2:13][O:14][c:15]2[c:16]1[cH:17][cH:18][c:19]([OH:21])[cH:20]2.[CH3:32][C:33](=[O:34])[CH3:35].[Cl:22][c:23]1[n:24][cH:25][n:26][c:27]([Cl:29])[cH:28]1.[Na+:31].[OH-:30].[OH2:36]>>[CH2:1]([c:2]1[cH:3][cH:4][cH:5][cH:6][cH:7]1)[O:8][C:9](=[O:10])[N:11]1[CH2:12][CH2:13][O:14][c:15]2[c:16]1[cH:17][cH:18][c:19]([O:21][c:27]1[n:26][cH:25][n:24][c:23]([Cl:22])[cH:28]1)[cH:20]2. The reactants are C1CCOC1, CO, COC(=O)C1CC(OC(=O)N2Cc3cccc(Cl)c3C2)CN1C(=O)OC(C)(C)C, O. Product: CC(C)(C)OC(=O)N1CC(OC(=O)N2Cc3cccc(Cl)c3C2)CC1C(=O)O. RXN SMILES: [CH2:30]1[O:31][CH2:32][CH2:33][CH2:34]1.[CH3:35][OH:36].[Cl:1][c:2]1[c:3]2[c:7]([cH:8][cH:9][cH:10]1)[CH2:6][N:5]([C:11](=[O:12])[O:13][CH:14]1[CH2:15][CH:16]([C:26](=[O:27])[O:28][CH3:29])[N:17]([C:19](=[O:20])[O:21][C:22]([CH3:23])([CH3:24])[CH3:25])[CH2:18]1)[CH2:4]2.[OH2:37]>>[Cl:1][c:2]1[c:3]2[c:7]([cH:8][cH:9][cH:10]1)[CH2:6][N:5]([C:11](=[O:12])[O:13][CH:14]1[CH2:15][CH:16]([C:26](=[O:27])[OH:28])[N:17]([C:19](=[O:20])[O:21][C:22]([CH3:23])([CH3:24])[CH3:25])[CH2:18]1)[CH2:4]2.